From a dataset of the Open Reaction Database (ORD), a public repository of structured organic reaction records. describe an organic reaction: reactants, conditions, products, and yield The reactants are Clc1ncc(Br)cn1, CN(C)C=O, N#C[Na], O. Yields the product N#Cc1ncc(Br)cn1. Reaction SMILES: [Br:4][c:5]1[cH:6][n:7][c:8]([Cl:11])[n:9][cH:10]1.[CH3:12][N:13]([CH3:14])[CH:15]=[O:16].[Na:1][C:2]#[N:3].[OH2:17]>>[C:2](#[N:3])[c:8]1[n:7][cH:6][c:5]([Br:4])[cH:10][n:9]1. Starting materials: O=C(Cl)c1ccc(Cl)nc1, Nc1ccc(Cl)c(I)c1, Cc1cc(NC(=O)c2ccc(Cl)nc2)ccc1I. Product: O=C(Nc1ccc(Cl)c(I)c1)c1ccc(Cl)nc1. RXN SMILES: [Cl:10][c:11]1[n:12][cH:13][c:14]([C:15](=[O:16])[Cl:17])[cH:18][cH:19]1.[Cl:1][c:2]1[c:3]([I:9])[cH:4][c:5]([NH2:6])[cH:7][cH:8]1.[Cl:20][c:21]1[cH:22][cH:23][c:24]([C:25]([NH:26][c:27]2[cH:28][cH:29][c:30]([I:31])[c:32]([CH3:33])[cH:34]2)=[O:35])[cH:36][n:37]1>>[Cl:1][c:2]1[c:3]([I:9])[cH:4][c:5]([NH:6][C:15]([c:14]2[cH:13][n:12][c:11]([Cl:10])[cH:19][cH:18]2)=[O:16])[cH:7][cH:8]1. The reactants are C=O (Formaldehyde), ClC1=CC2=C(N3C(=NN=C3CNC2)C2CCN(CC2)C2=NC=CC=C2)C=C1 (8-Chloro-1-(3,4,5,6-tetrahydro-2H-[1,2′]bipyridinyl-4-yl)-5,6-dihydro-4H-2,3,5,10b-tetraaza-benzo[e]azulene), C(C)(=O)O[BH-](OC(C)=O)OC(C)=O.[Na+] (sodium triacetoxyborohydride). Solvent: ClCCl (dichloromethane). Run at time 18 hour. Product: Cl.Cl.Cl.ClC1=CC2=C(N3C(=NN=C3CN(C2)C)C2CCN(CC2)C2=NC=CC=C2)C=C1 (8-Chloro-5-methyl-1-(3,4,5,6-tetrahydro-2H-[1,2′]bipyridinyl-4-yl)-5,6-dihydro-4H-2,3,5,10b-tetraaza-benzo[e]azulene trihydrochloride). Yield: 143.7%. As a reaction SMILES: C=O.[Cl:3][C:4]1[CH:29]=[CH:28][C:7]2[N:8]3[C:12]([CH2:13][NH:14][CH2:15][C:6]=2[CH:5]=1)=[N:11][N:10]=[C:9]3[CH:16]1[CH2:21][CH2:20][N:19]([C:22]2[CH:27]=[CH:26][CH:25]=[CH:24][N:23]=2)[CH2:18][CH2:17]1.[C:30](O[BH-](OC(=O)C)OC(=O)C)(=O)C.[Na+]>ClCCl>[ClH:3].[ClH:3].[ClH:3].[Cl:3][C:4]1[CH:29]=[CH:28][C:7]2[N:8]3[C:12]([CH2:13][N:14]([CH3:30])[CH2:15][C:6]=2[CH:5]=1)=[N:11][N:10]=[C:9]3[CH:16]1[CH2:17][CH2:18][N:19]([C:22]2[CH:27]=[CH:26][CH:25]=[CH:24][N:23]=2)[CH2:20][CH2:21]1 |f:2.3,5.6.7.8|. Procedure details: Formaldehyde (37% w/v aqueous, 0.1 ml, 1.2 mmol) was added to a solution of the amine of example 4 (200 mg, 0.53 mmol) in dichloromethane (5 ml). The mixture was stirred at room temperature for 0.25 hours before sodium triacetoxyborohydride (500 mg, 2.4 mmol) was added, and the reaction mixture was stirred for a further 18 hours. The reaction mixture was partitioned between 2N aqueous sodium hydroxide solution (10 ml) and dichloromethane (10 ml). The organic layer was evaporated under reduced pr...